Dataset: the Open Reaction Database (ORD), a public repository of structured organic reaction records. Task: describe an organic reaction: reactants, conditions, products, and yield The reactants are Cl (hydrochloric acid), O1C(=CC=C1)C=1OC(=C(N1)COC1=C(C=C(COC2=NC(=NC=C2C=O)C2=CC=CC=C2)C=C1)OC)C (4-[(4-{[2-(2-furyl)-5-methyl-1,3-oxazol-4-yl]methoxy}-3-methoxybenzyl)oxy]-2-phenylpyrimidine-5-carbaldehyde), C(P(OCC)(OCC)=O)P(OCC)(OCC)=O (tetraethyl methylenediphosphonate), [H-].[Na+] (sodium hydride). The solvent is O (water), CN(C=O)C (N,N-dimethylformamide). Run at time 1 hour. The product is O1C(=CC=C1)C=1OC(=C(N1)COC1=C(C=C(COC2=NC(=NC=C2\C=C/P(OCC)(OCC)=O)C2=CC=CC=C2)C=C1)OC)C (diethyl (Z)-2-(4-[(4-{[2-(2-furyl)-5-methyl-1,3-oxazol-4-yl]methoxy}-3-methoxybenzyl)oxy]-2-phenylpyrimidin-5-yl)ethenylphosphonate). Yield: 7.5%. RXN SMILES: [O:1]1[CH:5]=[CH:4][CH:3]=[C:2]1[C:6]1[O:7][C:8]([CH3:37])=[C:9]([CH2:11][O:12][C:13]2[CH:34]=[CH:33][C:16]([CH2:17][O:18][C:19]3[C:24]([CH:25]=O)=[CH:23][N:22]=[C:21]([C:27]4[CH:32]=[CH:31][CH:30]=[CH:29][CH:28]=4)[N:20]=3)=[CH:15][C:14]=2[O:35][CH3:36])[N:10]=1.[CH2:38](P(=O)(OCC)OCC)[P:39](=[O:46])([O:43][CH2:44][CH3:45])[O:40][CH2:41][CH3:42].[H-].[Na+].Cl>O.CN(C)C=O>[O:1]1[CH:5]=[CH:4][CH:3]=[C:2]1[C:6]1[O:7][C:8]([CH3:37])=[C:9]([CH2:11][O:12][C:13]2[CH:34]=[CH:33][C:16]([CH2:17][O:18][C:19]3[C:24](/[CH:25]=[CH:38]\[P:39](=[O:46])([O:43][CH2:44][CH3:45])[O:40][CH2:41][CH3:42])=[CH:23][N:22]=[C:21]([C:27]4[CH:28]=[CH:29][CH:30]=[CH:31][CH:32]=4)[N:20]=3)=[CH:15][C:14]=2[O:35][CH3:36])[N:10]=1 |f:2.3|. Reported procedure: To a mixture of 4-[(4-{[2-(2-furyl)-5-methyl-1,3-oxazol-4-yl]methoxy}-3-methoxybenzyl)oxy]-2-phenylpyrimidine-5-carbaldehyde (1.00 g), tetraethyl methylenediphosphonate (0.58 g) and N,N-dimethylformamide (20 mL) was added sodium hydride (60% in oil, 0.090 g) at 0° C., and the mixture was stirred at room temperature for 1 hr. The reaction mixture was poured into water, 2N hydrochloric acid was added to acidify the solution, and the mixture was extracted with ethyl acetate. The organic layer was w... Reactants: ice, COC1=CC=CC=2[C@@H]3CCCN([C@H]3CCC21)C (trans-7-methoxy-4-methyl-1,2,3,4,4a,5,6,10b-octahydrobenzo[f]quinoline), cis-7-Methoxy-1,2,3,4,4a5,6,10b-octahydrobenzo[f]quinoline 1-Chloroethylchloroformate, C(C)(C)N(CC)C(C)C (Diisopropylethylamine). The solvent is ClCCl (dichloromethane), N (ammonia). Conditions: time 2 hour. The product is COC1=CC=CC=2[C@@H]3CCCN[C@H]3CCC21 (trans 7-methoxy-1,2,3,4,4a,5,6,10b-octahydrobenzo[f]quinoline). The yield is 14.8%. RXN SMILES: [CH3:1][O:2][C:3]1[C:16]2[CH2:15][CH2:14][C@H:13]3[C@@H:8]([CH2:9][CH2:10][CH2:11][N:12]3C)[C:7]=2[CH:6]=[CH:5][CH:4]=1.C(N(C(C)C)CC)(C)C>ClCCl.N>[CH3:1][O:2][C:3]1[C:16]2[CH2:15][CH2:14][C@H:13]3[C@@H:8]([CH2:9][CH2:10][CH2:11][NH:12]3)[C:7]=2[CH:6]=[CH:5][CH:4]=1. Procedure details: cis-7-Methoxy-1,2,3,4,4a5,6,10b-octahydrobenzo[f]quinoline 1-Chloroethylchloroformate (4.62 ml, 42.8 mmol) was added with stirring to an ice cooled solution of cis-and trans-7-methoxy-4-methyl-1,2,3,4,4a,5,6,10b-octahydrobenzo[f]quinoline (4.3 g, 18.6 mmol) in dichloromethane (140 ml). The mixture was allowed to warm to room temperature and stirred for a further 2 h. Diisopropylethylamine (4.9 ml, 28 mmol) was added and the mixture heated at reflux for 1 h. The mixture was cooled and concentrate...